Dataset: the Open Reaction Database (ORD), a public repository of structured organic reaction records. Task: describe an organic reaction: reactants, conditions, products, and yield Reactants: NC(=O)N (urea), S(O)(O)(=O)=O (sulfuric acid), S(O)(O)(=O)=O (sulfuric acid). Solvent: O (water). The product is NC(=O)N (urea), S(=O)(=O)([O-])[O-].[NH4+].[NH4+] (ammonium sulfate). RXN SMILES: [NH2:1][C:2]([NH2:4])=[O:3].[S:5](=[O:9])(=[O:8])([OH:7])[OH:6]>O>[NH2:1][C:2]([NH2:4])=[O:3].[S:5]([O-:9])([O-:8])(=[O:7])=[O:6].[NH4+:1].[NH4+:1] |f:4.5.6|. Reported procedure: Similar tests were made in which low pH N-S solution type fertilizers were produced by mixing commercial nitrogen solution (35 percent CO(NH2)2, 45 percent HN4NO3, and 20 percent H2O) with urea and sulfuric acid. When only the nitrogen solution was mixed with sulfuric acid and water to produce a 25 percent N and 4 percent S grade, a large amount of urea and ammonium sulfate crystals formed in the fluid and it solidified. When urea was substituted for part of the nitrogen solution, less crystalli...